Dataset: the Open Reaction Database (ORD), a public repository of structured organic reaction records. Task: describe an organic reaction: reactants, conditions, products, and yield Reactants: ONC(=N)C=1C=NC=CC1 (N-hydroxy-3-pyridinecarboxamidine), ClC1=CC=C(C=C1)C1=NC(=NC(=C1)C(F)(F)F)C(=O)O (4-(4-chloro-phenyl)-6-trifluoromethyl-pyrimidine-2-carboxylic acid). Yields the product ClC1=CC=C(C=C1)C1=NC(=NC(=C1)C(F)(F)F)C1=NC(=NO1)C=1C=NC=CC1 (4-(4-Chloro-phenyl)-2-(3-pyridin-3-yl-[1,2,4]oxadiazol-5-yl)-6-trifluoromethyl-pyrimidine), solid. Isolated yield 46.0%. As a reaction SMILES: [OH:1][NH:2][C:3]([C:5]1[CH:6]=[N:7][CH:8]=[CH:9][CH:10]=1)=[NH:4].[Cl:11][C:12]1[CH:17]=[CH:16][C:15]([C:18]2[CH:23]=[C:22]([C:24]([F:27])([F:26])[F:25])[N:21]=[C:20]([C:28](O)=O)[N:19]=2)=[CH:14][CH:13]=1>>[Cl:11][C:12]1[CH:13]=[CH:14][C:15]([C:18]2[CH:23]=[C:22]([C:24]([F:26])([F:25])[F:27])[N:21]=[C:20]([C:28]3[O:1][N:2]=[C:3]([C:5]4[CH:6]=[N:7][CH:8]=[CH:9][CH:10]=4)[N:4]=3)[N:19]=2)=[CH:16][CH:17]=1. Procedure: The title compound was prepared from available N-hydroxy-3-pyridinecarboxamidine [CAS-No. 1594-58-7] (0.103 g, 0.75 mmol) and 4-(4-chloro-phenyl)-6-trifluoromethyl-pyrimidine-2-carboxylic acid (example D.1) (0.15 g, 0.5 mmol) according to the general procedure V. Obtained as a yellow solid (0.092 g, 46%). MS (ISP) 404.4 [(M+H)+]; mp 168.5° C.